This data is from the Open Reaction Database (ORD), a public repository of structured organic reaction records. The task is: describe an organic reaction: reactants, conditions, products, and yield Reactants: BrC=1C=CC2=C(C(OC(N2)(C)C)(C)C)C1 (6-bromo-2,2,4,4-tetramethyl-1,4-dihydro-2H-3,1-benzoxazine), BrC=1C=C(C#N)C=C(C1)F (3-bromo-5-fluorobenzonitrile). Yields the product FC=1C=C(C#N)C=C(C1)C=1C=CC2=C(C(OC(N2)(C)C)(C)C)C1 (3-Fluoro-5-(2,2,4,4-tetramethyl-1,4-dihydro-2H-3,1-benzoxazin-6yl)benzonitrile). RXN SMILES: Br[C:2]1[CH:3]=[CH:4][C:5]2[NH:10][C:9]([CH3:12])([CH3:11])[O:8][C:7]([CH3:14])([CH3:13])[C:6]=2[CH:15]=1.Br[C:17]1[CH:18]=[C:19]([CH:22]=[C:23]([F:25])[CH:24]=1)[C:20]#[N:21]>>[F:25][C:23]1[CH:22]=[C:19]([CH:18]=[C:17]([C:2]2[CH:3]=[CH:4][C:5]3[NH:10][C:9]([CH3:12])([CH3:11])[O:8][C:7]([CH3:14])([CH3:13])[C:6]=3[CH:15]=2)[CH:24]=1)[C:20]#[N:21]. Reported procedure: Prepared using the coupling procedure for Example 13 starting with 6-bromo-2,2,4,4-tetramethyl-1,4-dihydro-2H-3,1-benzoxazine and 3-bromo-5-fluorobenzonitrile. A white solid: 1H-NMR (DMSO-d6) δ 8.03 (s, 1H), 7.87 (d, 1H, J=10.7 Hz), 7.65 (d, 1H, J=10.7 Hz), 7.57 (d, 1H, J=1.98 Hz) 7.45 (dd, 1H, J=8.33, 1.98 Hz), 6.65 (d, 1H, J=8.33 Hz), 6.42 (s, 1H), 1.52 (s, 6H), 1.34 (s, 6H); MS (ES) m/z 311 ([M+H]+). The reactants are BrC1=CC=C2C=CNC2=C1 (6-bromoindole), B(OCCCC)(OCCCC)OCCCC (tri-n-butyl borate), [H-].[K+] (potassium hydride), C(C)(C)(C)[Li] (t-butyllithium). The solvent is C1CCOC1 (THF), C1CCOC1 (THF), C1CCOC1 (THF). Reaction conditions: temperature 0 celsius, time 15 minute. Product: N1C=CC2=CC=C(C=C12)B(O)O (6-indolylboronic acid). Yield: 74.2%. As a reaction SMILES: [H-].[K+].Br[C:4]1[CH:12]=[C:11]2[C:7]([CH:8]=[CH:9][NH:10]2)=[CH:6][CH:5]=1.C([Li])(C)(C)C.[B:18](OCCCC)([O:24]CCCC)[O:19]CCCC>C1COCC1>[NH:10]1[C:11]2[C:7](=[CH:6][CH:5]=[C:4]([B:18]([OH:24])[OH:19])[CH:12]=2)[CH:8]=[CH:9]1 |f:0.1|. Reported procedure: To a suspension of potassium hydride (35% oil dispersion, 0.84 g, 7.33 mmol) in THF (10 mL) at 0° C. was added a solution 6-bromoindole (1.43 g, 7.20 mmol) in THF (6 mL). The reaction mixture was stirred for 15 min at 0° C., then cooled to -78° C. and t-butyllithium solution (1.7M in pentance, 14.6 mmol) was added quickly dropwise. After stirring for 20 min. at -78° C., a solution of tri-n-butyl borate (3.94 mL, 14.6 mmol) in THF (4 mL) was added quickly. The reaction mixture was stirred for 1 h... Starting materials: C=1(C(=CC=CC1)O)C(C)C (cumenol), [O-]O (hydroperoxide), [O-]O.C1(=CC=CC=C1)C(C)C (cumene hydroperoxide), C=1(C(=CC=CC1)O)C(C)C (cumenol), tertiary alcohol, [O-]O.C1(=CC=CC=C1)C(C)C (cumene hydroperoxide). The solvent is C1CCCCC1 (cyclohexane), C1CCCCC1 (cyclohexane). Product: C1(CCCCC1)OO (cyclohexyl hydroperoxide), C1(CCCCC1)O (cyclohexanol), C1(CCCCC1)=O (cyclohexanone). Reaction SMILES: [C:1]1(C(C)C)[C:2]([OH:7])=[CH:3][CH:4]=[CH:5][CH:6]=1.[O-:11]O.[O-]O.C1(C(C)C)C=CC=CC=1>C1CCCCC1>[CH:2]1([O:7][OH:11])[CH2:3][CH2:4][CH2:5][CH2:6][CH2:1]1.[CH:2]1([OH:7])[CH2:3][CH2:4][CH2:5][CH2:6][CH2:1]1.[C:2]1(=[O:7])[CH2:3][CH2:4][CH2:5][CH2:6][CH2:1]1 |f:2.3|. Procedure: A run was carried out in exactly the same manner as Run 10, except that the tertiary alcohol was cumenol and the tertiary hydroperoxide was cumene hydroperoxide. The mole ratio of cumenol to cyclohexane was 0.329:1 and the mole ratio of cumene hydroperoxide to cyclohexane was 0.086:1. A cyclohexyl hydroperoxide yield of 56 mole percent, a cyclohexanol yield of 20 mole percent, a cyclohexanone yield of 11 mole percent and a residue of 13 mole percent was obtained at a conversion level of 8.1 mole... The reactants are C1CCOC1, COC(=O)C(C)COc1ccc(-c2ccccc2)cc1, [Li], [O-][O-]. Yields the product CC(COc1ccc(-c2ccccc2)cc1)C(=O)O. RXN SMILES: [CH2:24]1[O:25][CH2:26][CH2:27][CH2:28]1.[CH3:1][O:2][C:3]([CH:4]([CH2:5][O:6][c:7]1[cH:8][cH:9][c:10](-[c:13]2[cH:14][cH:15][cH:16][cH:17][cH:18]2)[cH:11][cH:12]1)[CH3:19])=[O:20].[Li:21].[O-:22][O-:23]>>[O:2]=[C:3]([CH:4]([CH2:5][O:6][c:7]1[cH:8][cH:9][c:10](-[c:13]2[cH:14][cH:15][cH:16][cH:17][cH:18]2)[cH:11][cH:12]1)[CH3:19])[OH:20]. Reactants: C1CCOC1, O=[N+]([O-])c1cnc(C(F)(F)F)cc1Cl, N. The product is Nc1cc(C(F)(F)F)ncc1[N+](=O)[O-]. RXN SMILES: [CH2:16]1[O:17][CH2:18][CH2:19][CH2:20]1.[F:2][C:3]([c:4]1[n:5][cH:6][c:7]([N+:11](=[O:12])[O-:13])[c:8]([Cl:10])[cH:9]1)([F:14])[F:15].[NH3:1]>>[NH2:1][c:8]1[c:7]([N+:11](=[O:12])[O-:13])[cH:6][n:5][c:4]([C:3]([F:2])([F:14])[F:15])[cH:9]1.